From a dataset of the Open Reaction Database (ORD), a public repository of structured organic reaction records. describe an organic reaction: reactants, conditions, products, and yield Starting materials: C1(CCC1)C1=CC(=C(C(=O)O)C=C1C1=NN=C(N1)C)C (4-cyclobutyl-2-methyl-5-(5-methyl-4H-1,2,4-triazol-3-yl)benzoic acid), Br[Mg]C1CCCC1 (bromo(cyclopentyl)magnesium). Product: C1(CCCC1)C1=CC(=C(C(=O)O)C=C1C1=NN=C(N1)C)C (4-Cyclopentyl-2-methyl-5-(5-methyl-4H-1,2,4-triazol-3-yl)benzoic acid). As a reaction SMILES: [CH:1]1([C:5]2[C:13]([C:14]3[NH:18][C:17]([CH3:19])=[N:16][N:15]=3)=[CH:12][C:8]([C:9]([OH:11])=[O:10])=[C:7]([CH3:20])[CH:6]=2)[CH2:4][CH2:3][CH2:2]1.Br[Mg][CH:23]1CCCC1>>[CH:1]1([C:5]2[C:13]([C:14]3[NH:18][C:17]([CH3:19])=[N:16][N:15]=3)=[CH:12][C:8]([C:9]([OH:11])=[O:10])=[C:7]([CH3:20])[CH:6]=2)[CH2:2][CH2:3][CH2:23][CH2:4]1. Reported procedure: The title compound was synthesized using standard chemical manipulations and procedures similar to those used for the preparation of compound 152.8 and using bromo(cyclopentyl)magnesium in place of bromo(cyclobutyl)magnesium. Starting materials: BrC=1C=NC=C(C(=O)OCC)C1 (ethyl 5-bromonicotinate), CC(C)C1=CC=C(C=C1)B(O)O (4-(1-methylethyl)-phenylboronic acid), C([O-])([O-])=O.[Na+].[Na+] (sodium carbonate). The reagents and catalysts are C=1C=CC(=CC1)[P](C=2C=CC=CC2)(C=3C=CC=CC3)[Pd]([P](C=4C=CC=CC4)(C=5C=CC=CC5)C=6C=CC=CC6)([P](C=7C=CC=CC7)(C=8C=CC=CC8)C=9C=CC=CC9)[P](C=1C=CC=CC1)(C=1C=CC=CC1)C=1C=CC=CC1 (tetrakis(triphenylphosphine)palladium(0)). The solvent is COCCOC (1,2-dimethoxyethane), O (water), CN(C=O)C (dimethylformamide). Reaction conditions: temperature 85 celsius, time 18 hour. The product is CC(C)C1=CC=C(C=C1)C=1C=C(C=NC1)C(=O)OCC (Ethyl 5-[4-(1-methylethyl)phenyl]pyridine-3-carboxylate). RXN SMILES: Br[C:2]1[CH:3]=[N:4][CH:5]=[C:6]([CH:12]=1)[C:7]([O:9][CH2:10][CH3:11])=[O:8].[CH3:13][CH:14]([C:16]1[CH:21]=[CH:20][C:19](B(O)O)=[CH:18][CH:17]=1)[CH3:15].C(=O)([O-])[O-].[Na+].[Na+]>COCCOC.O.CN(C)C=O.C1C=CC([P]([Pd]([P](C2C=CC=CC=2)(C2C=CC=CC=2)C2C=CC=CC=2)([P](C2C=CC=CC=2)(C2C=CC=CC=2)C2C=CC=CC=2)[P](C2C=CC=CC=2)(C2C=CC=CC=2)C2C=CC=CC=2)(C2C=CC=CC=2)C2C=CC=CC=2)=CC=1>[CH3:13][CH:14]([C:16]1[CH:21]=[CH:20][C:19]([C:2]2[CH:12]=[C:6]([C:7]([O:9][CH2:10][CH3:11])=[O:8])[CH:5]=[N:4][CH:3]=2)=[CH:18][CH:17]=1)[CH3:15] |f:2.3.4,^1:46,48,67,86|. Procedure details: 4.68 g (20.32 mmol) of ethyl 5-bromonicotinate, 5.00 g (30.49 mmol) of 4-(1-methylethyl)-phenylboronic acid, 0.12 g (0.10 mmol) of tetrakis(triphenylphosphine)palladium(0) and 4.31 g (40.65 mmol) of sodium carbonate were dissolved in a mixture of 37 ml of 1,2-dimethoxyethane, 10.5 ml of water and 84 ml of dimethylformamide and stirred at 85° C. for 18 h. For work-up, some of the dimethylformamide was removed under reduced pressure, and the reaction mixture was diluted with water and extracted wi... Reactants: Cl.C(C1=CC=CC=C1)OC=1C(=C(C(=CC1)C)NC(=O)NC(NC)=N)C (1-(3-benzyloxy-2,6-dimethylphenyl)-3-methylamidinourea hydrochloride), Cl.CO (HCl methanol). The reagents and catalysts are [Pd] (Pd/C). Run in C(C)O (ethanol). Reaction conditions: time 45 minute. The product is Cl.CC1=C(C(=CC=C1O)C)NC(=O)NC(NC)=N (1-(2,6 -dimethyl-3-hydroxyphenyl)-3-methylamidinourea hydrochloride). As a reaction SMILES: [ClH:1].C([O:9][C:10]1[C:11]([CH3:25])=[C:12]([NH:17][C:18]([NH:20][C:21](=[NH:24])[NH:22][CH3:23])=[O:19])[C:13]([CH3:16])=[CH:14][CH:15]=1)C1C=CC=CC=1.Cl.CO>C(O)C.[Pd]>[ClH:1].[CH3:25][C:11]1[C:10]([OH:9])=[CH:15][CH:14]=[C:13]([CH3:16])[C:12]=1[NH:17][C:18]([NH:20][C:21](=[NH:24])[NH:22][CH3:23])=[O:19] |f:0.1,2.3,6.7|. Procedure details: 1-(3-benzyloxy-2,6-dimethylphenyl)-3-methylamidinourea hydrochloride (18.2 g) and 5% Pd/C (1.0 g) in absolute ethanol (200 ml) containing HCl/methanol (50 ml) are shaken under an atmosphere of H2 (50 psi) for 45 minutes. The reaction mixture is filtered through Celite and the filtrate is concentrated. in vacuo. The resulting solid is crystallized from methanol/acetonitrile to give after drying 12.3 grams of the desired amidinourea hydrochloride salt as a white powder, M.P. 224°-5° C. (dec). The reactants are C(CCCCCCC)C1CC2=CC=C(C=C2C1)C1=NC=C(C=N1)O (2-octyl-5-(5-hydroxypyrimidine-2-yl)indan), FC1=CC=C(C(=O)O)C=C1 (4-fluorobenzoic acid), C1CCC(CC1)N=C=NC2CCCCC2 (DCC). The reagents and catalysts are CN(C1=CC=NC=C1)C (4-dimethylaminopyridine). The solvent is C(Cl)Cl (methylene chloride). Conditions: time 7 hour. The product is C(CCCCCCCCC)C1CC2=CC=C(C=C2C1)C1=NC=C(C=N1)OC(C1=CC=C(C=C1)F)=O (2-decyl-5-[5-(4-fluorobenzoyloxy)pyrimidine-2-yl]indan). Yield: 68.4%. RXN SMILES: [CH2:1]([CH:9]1[CH2:17][C:16]2[C:11](=[CH:12][CH:13]=[C:14]([C:18]3[N:23]=[CH:22][C:21]([OH:24])=[CH:20][N:19]=3)[CH:15]=2)[CH2:10]1)[CH2:2][CH2:3][CH2:4][CH2:5][CH2:6][CH2:7][CH3:8].[F:25][C:26]1[CH:34]=[CH:33][C:29]([C:30]([OH:32])=O)=[CH:28][CH:27]=1.[CH2:35]1CCC(N=C=NC2CCCCC2)C[CH2:36]1>CN(C)C1C=CN=CC=1.C(Cl)Cl>[CH2:1]([CH:9]1[CH2:17][C:16]2[C:11](=[CH:12][CH:13]=[C:14]([C:18]3[N:23]=[CH:22][C:21]([O:24][C:30](=[O:32])[C:29]4[CH:28]=[CH:27][C:26]([F:25])=[CH:34][CH:33]=4)=[CH:20][N:19]=3)[CH:15]=2)[CH2:10]1)[CH2:2][CH2:3][CH2:4][CH2:5][CH2:6][CH2:7][CH2:8][CH2:35][CH3:36]. Reported procedure: 0.70 g (3.0 mM) of 2-octyl-5-(5-hydroxypyrimidine-2-yl)indan, 0.42 g (3.0 mM) of 4-fluorobenzoic acid, 0.62 g (3.0 mM) of DCC, 0.02 g of 4-dimethylaminopyridine and 20 ml of methylene chloride were mixed and stirred for 7 hours at room temperature to precipitate N,N'-dicyclohexaurea. The N,N'-dicyclohexylurea was recovered by filtration and washed with dichloromethane to be added to the filtrate. The resultant dichloromethane solution was evaporated into a residue under reduced pressure. The res... Reactants: 11.6, BrCC(=O)C1=CC=C(C=C1)Cl (2-bromo-4'-chloroacetophenone), OCC(C1=CC=CC=C1)O (α-(hydroxymethyl)benzylalcohol), C1(=CC=C(C=C1)S(=O)(=O)O)C (p-toluene sulfonic acid), C1=CC=CC=C1 (benzene). The solvent is C(C)O (ethanol). Yields the product BrCC1(OCC(O1)C1=CC=CC=C1)C1=CC=C(C=C1)Cl (2-(bromomethyl)-2-(p-chlorophenyl)-4-phenyl-1,3-dioxolane). As a reaction SMILES: [Br:1][CH2:2][C:3]([C:5]1[CH:10]=[CH:9][C:8]([Cl:11])=[CH:7][CH:6]=1)=[O:4].O[CH2:13][CH:14]([OH:21])[C:15]1[CH:20]=[CH:19][CH:18]=[CH:17][CH:16]=1.C1(C)C=CC(S(O)(=O)=O)=CC=1.C1C=CC=CC=1>C(O)C>[Br:1][CH2:2][C:3]1([C:5]2[CH:10]=[CH:9][C:8]([Cl:11])=[CH:7][CH:6]=2)[O:21][CH:14]([C:15]2[CH:20]=[CH:19][CH:18]=[CH:17][CH:16]=2)[CH2:13][O:4]1. Procedure: A mixture of 11.6 parts of 2-bromo-4'-chloroacetophenone, 8.4 parts of α-(hydroxymethyl)benzylalcohol, 0.1 parts of p-toluene sulfonic acid, 210 parts of benzene and 40 parts of ethanol is stirred and refluxed for 24 hours. The reaction mixture is evaporated and the residue is triturated in methanol. The product is filtered off and crystallized from methanol, yielding 2-(bromomethyl)-2-(p-chlorophenyl)-4-phenyl-1,3-dioxolane; mp. 60° C. The reactants are O=S(=O)(Cl)c1c(Cl)cccc1Cl, [Na+], [OH-], O=C(NCCN1CCOCC1)Nc1nc2ccc(O)cc2s1. Product: O=C(NCCN1CCOCC1)Nc1nc2ccc(OS(=O)(=O)c3c(Cl)cccc3Cl)cc2s1. Reaction SMILES: [Cl:25][c:26]1[c:27]([S:33](=[O:34])(=[O:35])[Cl:36])[c:28]([Cl:32])[cH:29][cH:30][cH:31]1.[Na+:24].[OH-:23].[OH:1][c:2]1[cH:3][c:4]2[c:5]([n:6][c:7]([NH:9][C:10](=[O:11])[NH:12][CH2:13][CH2:14][N:15]3[CH2:16][CH2:17][O:18][CH2:19][CH2:20]3)[s:8]2)[cH:21][cH:22]1>>[O:1]([c:2]1[cH:3][c:4]2[c:5]([n:6][c:7]([NH:9][C:10](=[O:11])[NH:12][CH2:13][CH2:14][N:15]3[CH2:16][CH2:17][O:18][CH2:19][CH2:20]3)[s:8]2)[cH:21][cH:22]1)[S:33]([c:27]1[c:26]([Cl:25])[cH:31][cH:30][cH:29][c:28]1[Cl:32])(=[O:34])=[O:35]. Reactants: CCOC(C)=O, CC(=O)O, [Fe], O=[N+]([O-])c1cc(SC(F)(F)F)ccc1O, O. Yields the product Nc1cc(SC(F)(F)F)ccc1O. RXN SMILES: [CH3:16][CH2:17][O:18][C:19](=[O:20])[CH3:21].[CH3:22][C:23](=[O:24])[OH:25].[Fe:26].[N+:1]([O-:2])(=[O:3])[c:4]1[c:5]([OH:15])[cH:6][cH:7][c:8]([S:10][C:11]([F:12])([F:13])[F:14])[cH:9]1.[OH2:27]>>[NH2:1][c:4]1[c:5]([OH:15])[cH:6][cH:7][c:8]([S:10][C:11]([F:12])([F:13])[F:14])[cH:9]1. Starting materials: O=N[O-], NC(N)=O, Cc1ccc(N)cc1C#N, [Na+], [Na+], [Na+], O=S(=O)([O-])[O-], O, O=S(=O)(O)O. Yields the product Cc1ccc(O)cc1C#N. As a reaction SMILES: [N:16](=[O:17])[O-:18].[NH2:20][C:21](=[O:22])[NH2:23].[NH2:6][c:7]1[cH:8][cH:9][c:10]([CH3:15])[c:11]([C:12]#[N:13])[cH:14]1.[Na+:19].[Na+:24].[Na+:25].[O-:26][S:27](=[O:28])(=[O:29])[O-:30].[OH2:31].[S:1](=[O:2])(=[O:3])([OH:4])[OH:5]>>[c:7]1([OH:17])[cH:8][cH:9][c:10]([CH3:15])[c:11]([C:12]#[N:13])[cH:14]1. Reactants: C1CCC2=NCCCN2CC1, COCCOC, Cl, CS(=O)c1nc(N)nc(-c2ccco2)c1C#N, CC(N)CNc1ccccc1. Yields the product CC(CNc1ccccc1)Nc1nc(N)nc(-c2ccco2)c1C#N. As a reaction SMILES: [CH2:30]1[CH2:31][CH2:32][C:33]2=[N:38][CH2:37][CH2:36][CH2:35][N:34]2[CH2:39][CH2:40]1.[CH3:41][O:42][CH2:43][CH2:44][O:45][CH3:46].[ClH:18].[NH2:1][c:2]1[n:3][c:4]([S:15]([CH3:16])=[O:17])[c:5]([C:13]#[N:14])[c:6](-[c:8]2[o:9][cH:10][cH:11][cH:12]2)[n:7]1.[c:19]1([NH:25][CH2:26][CH:27]([CH3:28])[NH2:29])[cH:20][cH:21][cH:22][cH:23][cH:24]1>>[NH2:1][c:2]1[n:3][c:4]([NH:29][CH:27]([CH2:26][NH:25][c:19]2[cH:20][cH:21][cH:22][cH:23][cH:24]2)[CH3:28])[c:5]([C:13]#[N:14])[c:6](-[c:8]2[o:9][cH:10][cH:11][cH:12]2)[n:7]1. The reactants are C(C1=CC=CC=C1)OC=1C=C(C=CC1)C(NC(CC1CCCC1)=O)C1=NC=CN=C1Cl (N-[(3-Benzyloxyphenyl)-(3-chloropyrazin-2-yl)-methyl]-2-cyclopentyl-acetamide), C(C1=CC=CC=C1)OC=1C=C(C=CC1)C(C1=NC=CN=C1Cl)NC(=O)C1CCC1 (Cyclobutanecarboxylic Acid [(3-benzyloxy-phenyl)-(3-chloro-pyrazin-2-yl)-methyl]Amide). The product is C(C1=CC=CC=C1)OC=1C=C(C=CC1)C=1N=C(N2C1C(=NC=C2)N)CC2CCCC2 (1-(3-Benzyloxyphenyl)-3-cyclopentylmethylimidazo[1,5-a]pyrazin-8-ylamine). Reaction SMILES: [CH2:1]([O:8][C:9]1[CH:10]=[C:11]([CH:15]([C:25]2[C:30](Cl)=[N:29][CH:28]=[CH:27][N:26]=2)[NH:16][C:17](=O)[CH2:18][CH:19]2[CH2:23][CH2:22][CH2:21][CH2:20]2)[CH:12]=[CH:13][CH:14]=1)[C:2]1[CH:7]=[CH:6][CH:5]=[CH:4][CH:3]=1.C(OC1C=C(C(NC(C2CCC2)=O)C2C(Cl)=NC=C[N:48]=2)C=CC=1)C1C=CC=CC=1>>[CH2:1]([O:8][C:9]1[CH:10]=[C:11]([C:15]2[N:16]=[C:17]([CH2:18][CH:19]3[CH2:23][CH2:22][CH2:21][CH2:20]3)[N:26]3[CH:27]=[CH:28][N:29]=[C:30]([NH2:48])[C:25]=23)[CH:12]=[CH:13][CH:14]=1)[C:2]1[CH:7]=[CH:6][CH:5]=[CH:4][CH:3]=1. Reported procedure: N-[(3-Benzyloxyphenyl)-(3-chloropyrazin-2-yl)-methyl]-2-cyclopentyl-acetamide: Prepared according to the procedures for Cyclobutanecarboxylic Acid [(3-benzyloxy-phenyl)-(3-chloro-pyrazin-2-yl)-methyl]Amide, White solid, MS (ES) 436.32 (M+1).